From a dataset of the Open Reaction Database (ORD), a public repository of structured organic reaction records. describe an organic reaction: reactants, conditions, products, and yield Reactants: C(C1=CC=CC=C1)N1N(C(C(CCC1=O)NC(=O)C1=NC=CC2=CC=CC=C12)=O)CC(NC1C(OC(C1)=O)OCC1=CC=CC=C1)=O (Isoquinoline-1-carboxylic acid {1-benzyl-2-[(2-benzyloxy-5-oxo-tetrahydro-furan-3-ylcarbamoyl)-methyl]-3,7-dioxo-[1,2]diazepan-4-yl}-amide), Cl (HCl), C(C)#N (acetonitrile). Run in O (water). Run at time 8 hour. Yields the product C(C1=CC=CC=C1)N1N(C(C(CCC1=O)NC(=O)C1=NC=CC2=CC=CC=C12)=O)CC(=O)NC(CC(=O)O)C=O (3-(2-{2-Benzyl-6-[(isoquinoline-1-carbonyl)-amino]-3,7-dioxo-[1,2]diazepan-1-yl}-acetylamino)-4-oxo-butyric acid). Isolated yield 83.3%. As a reaction SMILES: [CH2:1]([N:8]1[C:14](=[O:15])[CH2:13][CH2:12][CH:11]([NH:16][C:17]([C:19]2[C:28]3[C:23](=[CH:24][CH:25]=[CH:26][CH:27]=3)[CH:22]=[CH:21][N:20]=2)=[O:18])[C:10](=[O:29])[N:9]1[CH2:30][C:31](=[O:47])[NH:32][CH:33]1[CH2:37][C:36](=[O:38])[O:35][CH:34]1[O:39]CC1C=CC=CC=1)[C:2]1[CH:7]=[CH:6][CH:5]=[CH:4][CH:3]=1.Cl.C(#N)C>O>[CH2:1]([N:8]1[C:14](=[O:15])[CH2:13][CH2:12][CH:11]([NH:16][C:17]([C:19]2[C:28]3[C:23](=[CH:24][CH:25]=[CH:26][CH:27]=3)[CH:22]=[CH:21][N:20]=2)=[O:18])[C:10](=[O:29])[N:9]1[CH2:30][C:31]([NH:32][CH:33]([CH:34]=[O:39])[CH2:37][C:36]([OH:38])=[O:35])=[O:47])[C:2]1[CH:3]=[CH:4][CH:5]=[CH:6][CH:7]=1. Procedure: Isoquinoline-1-carboxylic acid {1-benzyl-2-[(2-benzyloxy-5-oxo-tetrahydro-furan-3-ylcarbamoyl)-methyl]-3,7-dioxo-[1,2]diazepan-4-yl}-amide (10a, diastereomers) (14 mg, 0.022 mmol) was stirred in the solution of 10% HCl (1.5 mL) and acetonitrile (1 mL) for 4 hours. The reaction mixture was diluted with water (30 mL), washed with ether (30 mL) twice. The aqueous solution was purged with nitrogen for 30 min then cooled in dry ice and lyophilized overnight to afford 10 mg (83% yield) of the title co... Starting materials: BrC=1C=CC(=NC1)C1=NC=C(C=C1)Br (5,5′-dibromo-2,2′-bipyridyl), resultant mixture, N(C(C)C)C(C)C (i-Pr2NH), C[Si](C)(C)C#C (trimethylsilylacetylene). Reagents/catalysts: Cl[Pd]([P](C1=CC=CC=C1)(C2=CC=CC=C2)C3=CC=CC=C3)([P](C4=CC=CC=C4)(C5=CC=CC=C5)C6=CC=CC=C6)Cl (PdCl2(PPh3)2), [Cu]I (CuI). The solvent is C1CCOC1 (THF). Yields the product C[Si](C)(C)C#CC=1C=CC(=NC1)C1=NC=C(C=C1)C#C[Si](C)(C)C (5,5′-bis(trimethylsilylethynyl)-2,2′-bipyridyl). Reaction SMILES: Br[C:2]1[CH:3]=[CH:4][C:5]([C:8]2[CH:13]=[CH:12][C:11](Br)=[CH:10][N:9]=2)=[N:6][CH:7]=1.N([CH:19]([CH3:21])C)C(C)C.[CH3:22][Si:23]([C:26]#[CH:27])([CH3:25])[CH3:24]>Cl[Pd](Cl)([P](C1C=CC=CC=1)(C1C=CC=CC=1)C1C=CC=CC=1)[P](C1C=CC=CC=1)(C1C=CC=CC=1)C1C=CC=CC=1.[Cu]I.C1COCC1>[CH3:22][Si:23]([C:26]#[C:27][C:2]1[CH:3]=[CH:4][C:5]([C:8]2[CH:13]=[CH:12][C:11]([C:21]#[C:19][Si:23]([CH3:25])([CH3:24])[CH3:22])=[CH:10][N:9]=2)=[N:6][CH:7]=1)([CH3:25])[CH3:24] |^1:30,49|. Procedure: Firstly, a mixture of 5,5′-dibromo-2,2′-bipyridyl (300 mg, 0.96 mmol), PdCl2(PPh3)2 (60 mg, 0.085 mmol) and CuI (30 mg, 0.16 mmol) was added with dist. THF (18 mL), dist. i-Pr2NH (2.4 mL) and trimethylsilylacetylene (467 μL, 3.3 mmol). The resultant mixture was then stirred under a nitrogen atmosphere at room temperature for 29 hours to obtain a reaction mixture. Subsequently, a salt contained in the reaction mixture was removed through a celite filtration process. The organic layer thus obtaine... The product is COC1=NC=CC=C1CN1CCC(CC1)CCC=1C(=NC=CC1)OCCCC#N (1-[(2-Methoxy-3-pyridyl)methyl]-4-[2-[2-(3-cyanopropoxy)-3-pyridyl]ethyl]piperidine). RXN SMILES: [CH3:1][O:2][C:3]1[C:8]([CH2:9][N:10]2[CH2:15][CH2:14][CH:13]([CH2:16][CH2:17][C:18]3[C:19](=[O:24])[NH:20][CH:21]=[CH:22][CH:23]=3)[CH2:12][CH2:11]2)=[CH:7][CH:6]=[CH:5][N:4]=1.Br[CH2:26][CH2:27][CH2:28][C:29]#[N:30].C(=O)([O-])[O-].[K+].[K+].C(OCC)(=O)C>CN(C)C=O>[CH3:1][O:2][C:3]1[C:8]([CH2:9][N:10]2[CH2:11][CH2:12][CH:13]([CH2:16][CH2:17][C:18]3[C:19]([O:24][CH2:26][CH2:27][CH2:28][C:29]#[N:30])=[N:20][CH:21]=[CH:22][CH:23]=3)[CH2:14][CH2:15]2)=[CH:7][CH:6]=[CH:5][N:4]=1 |f:2.3.4|. Reported procedure: 200 mg of 1-[(2-methoxy-3-pyridyl)methyl]-4-[2-(2-oxo-1,2-dihydro-3-pyridinyl)ethyl]piperidine obtained in Example 47,95 mg of γ-bromobutyronitrile and 169 mg of potassium carbonate were suspended in 5 ml of N,N-dimethylformamide, and the mixture was stirred at 60° C. for 4 hours. Ethyl acetate was added thereto, the resulting salt was filtered off, and the solvent was evaporated. The crude product was purified by NH form silica gel column chromatography (ethyl acetate:hexane=1:4), to give 77 mg... Solvent: CN(C=O)C (N,N-dimethylformamide). Run at temperature 60 celsius, time 4 hour. Starting materials: COC1=NC=CC=C1CN1CCC(CC1)CCC=1C(NC=CC1)=O (1-[(2-methoxy-3-pyridyl)methyl]-4-[2-(2-oxo-1,2-dihydro-3-pyridinyl)ethyl]piperidine), C(C)(=O)OCC (Ethyl acetate), BrCCCC#N (γ-bromobutyronitrile), C([O-])([O-])=O.[K+].[K+] (potassium carbonate). Yield: 60.2%. Solvent: ClCCl (dichloromethane). The yield is 91.0%. Procedure: A solution of compound 50.3 (50 mg, 0.1 mmol) in dichloromethane (2 mL) was treated with 1-hydroxybenzotriazole (15 mg, 0.1 mmol) and EDC (21 mg, 0.11 mmol) sequentially. The resulting mixture was stirred for 1 h. before dimethylamine (9 mg, 0.2 mmol) was added dropwise. The reaction was quenched 30 min. later with water (5 mL). The reaction mixture was extracted with dichloromethane (2 mL×3). The organic extracts were combined, dried over MgSO4 and concentrated under reduced pressure to yield a... The reactants are C(C)(C)(C)OC(CC(C(=O)O)C1=CC=C(C=C1)OCC=1C=C(C=CC1)C1=CC=C(C=C1)C(F)(F)F)=O (2-{4-[4′-Trifluoromethyl-biphenyl-3-ylmethoxy]-phenyl}-succinic acid 4-tert-butyl ester), ON1N=NC2=C1C=CC=C2 (1-hydroxybenzotriazole), C(CCl)Cl (EDC), CNC (dimethylamine). As a reaction SMILES: [C:1]([O:5][C:6](=[O:36])[CH2:7][CH:8]([C:12]1[CH:17]=[CH:16][C:15]([O:18][CH2:19][C:20]2[CH:21]=[C:22]([C:26]3[CH:31]=[CH:30][C:29]([C:32]([F:35])([F:34])[F:33])=[CH:28][CH:27]=3)[CH:23]=[CH:24][CH:25]=2)=[CH:14][CH:13]=1)[C:9](O)=[O:10])([CH3:4])([CH3:3])[CH3:2].ON1C2C=CC=CC=2N=N1.C(Cl)CCl.[CH3:51][NH:52][CH3:53]>ClCCl>[C:1]([O:5][C:6](=[O:36])[CH2:7][CH:8]([C:12]1[CH:17]=[CH:16][C:15]([O:18][CH2:19][C:20]2[CH:21]=[C:22]([C:26]3[CH:31]=[CH:30][C:29]([C:32]([F:35])([F:34])[F:33])=[CH:28][CH:27]=3)[CH:23]=[CH:24][CH:25]=2)=[CH:14][CH:13]=1)[C:9]([N:52]([CH3:53])[CH3:51])=[O:10])([CH3:4])([CH3:3])[CH3:2]. Product: C(C)(C)(C)OC(CC(C(=O)N(C)C)C1=CC=C(C=C1)OCC=1C=C(C=CC1)C1=CC=C(C=C1)C(F)(F)F)=O (3-{4-[4′-Trifluoromethyl-biphenyl-3-ylmethoxy]-phenyl}-N,N-dimethyl-succinamic acid tert-butyl ester). Starting materials: C1CCOC1, C=Cc1ccc2c(c1)OCCn1cc(-c3nc(C)nn3C(C)C)nc1-2, [O-][I+3]([O-])([O-])[O-], [Na+]. Yields the product Cc1nc(-c2cn3c(n2)-c2ccc(C=O)cc2OCC3)n(C(C)C)n1. Reaction SMILES: [CH2:32]1[O:33][CH2:34][CH2:35][CH2:36]1.[CH:1]([CH3:2])([CH3:3])[n:4]1[n:5][c:6]([CH3:25])[n:7][c:8]1-[c:9]1[n:10][c:11]2[n:12]([cH:24]1)[CH2:13][CH2:14][O:15][c:16]1[c:17]-2[cH:18][cH:19][c:20]([CH:22]=[CH2:23])[cH:21]1.[I+3:26]([O-:27])([O-:28])([O-:29])[O-:30].[Na+:31]>>[CH:1]([CH3:2])([CH3:3])[n:4]1[n:5][c:6]([CH3:25])[n:7][c:8]1-[c:9]1[n:10][c:11]2[n:12]([cH:24]1)[CH2:13][CH2:14][O:15][c:16]1[c:17]-2[cH:18][cH:19][c:20]([CH:22]=[O:27])[cH:21]1. Starting materials: C1(=CC=C(C=C1)S(=O)(=O)O)C.C(C1=CC=CC=C1)OC([C@@H](N)CCC(=O)OCC1=CC=CC=C1)=O (L-glutamic acid 1,5-dibenzyl ester p-toluenesulfonate), N([C@@H](CO)C(=O)O)C(=O)OC(C)(C)C (Boc-Ser), TEA, CCN=C=NCCCN(C)C (WSC), C=1C=CC2=C(C1)N=NN2O (HOBt). The solvent is C(C)(=O)OCC (ethyl acetate), CN(C)C=O (DMF). Reaction conditions: time 20 hour. Product: C(C1=CC=CC=C1)OC([C@@H](NC([C@@H](NC(=O)OC(C)(C)C)CO)=O)CCC(=O)OCC1=CC=CC=C1)=O (N-tert-butoxycarbonyl-L-seryl-L-glutamic acid 1,5-dibenzyl ester). The yield is 94.3%. RXN SMILES: C1(C)C=CC(S(O)(=O)=O)=CC=1.[CH2:12]([O:19][C:20](=[O:35])[C@H:21]([CH2:23][CH2:24][C:25]([O:27][CH2:28][C:29]1[CH:34]=[CH:33][CH:32]=[CH:31][CH:30]=1)=[O:26])[NH2:22])[C:13]1[CH:18]=[CH:17][CH:16]=[CH:15][CH:14]=1.[NH:36]([C:43]([O:45][C:46]([CH3:49])([CH3:48])[CH3:47])=[O:44])[C@H:37]([C:40](O)=[O:41])[CH2:38][OH:39].CCN=C=NCCCN(C)C.C1C=CC2N(O)N=NC=2C=1>CN(C=O)C.C(OCC)(=O)C>[CH2:12]([O:19][C:20](=[O:35])[C@H:21]([CH2:23][CH2:24][C:25]([O:27][CH2:28][C:29]1[CH:34]=[CH:33][CH:32]=[CH:31][CH:30]=1)=[O:26])[NH:22][C:38](=[O:39])[C@H:37]([CH2:40][OH:41])[NH:36][C:43]([O:45][C:46]([CH3:47])([CH3:49])[CH3:48])=[O:44])[C:13]1[CH:14]=[CH:15][CH:16]=[CH:17][CH:18]=1 |f:0.1|. Reported procedure: To a solution of L-glutamic acid 1,5-dibenzyl ester p-toluenesulfonate (10.0 g), Boc-Ser (4.1 g) and TEA (2.0 g) in DMF (200 ml) are added with stirring WSC (5.0 g) and HOBt (4.0 g) under ice-cooling. The mixture is stirred at room temperature for 20 hours, and thereto is added ethyl acetate (200 ml). The mixture is washed successively with 1N hydrochloric acid, a saturated aqueous sodium hydrogen carbonate solution, and a saturated aqueous sodium chloride solution, dried, and concentrated under...